This data is from the Open Reaction Database (ORD), a public repository of structured organic reaction records. The task is: describe an organic reaction: reactants, conditions, products, and yield Reactants: C[C@H]([C@@H](C(=O)O)Cl)CC ((S,S)-3-methyl-2-chloropentanoic acid), C(CCCCCCC)C=1C=NC(=NC1)C1=CC=C(C=C1)O (p-(5-n-octylpyrimidin-2-yl)phenol), N,N-dicyclohexylcarbodiimide, 4-N,N-dimethylamino-pyridine. Solvent: ClCCl (dichloromethane). Run at time 8 hour. Product: C[C@H]([C@@H](C(=O)OC1=CC=C(C=C1)C1=NC=C(C=N1)CCCCCCCC)Cl)CC (p-(5-n-Octylpyrimidin-2-yl)-phenyl (S,S)-3-methyl-2-chloropentanoate). As a reaction SMILES: [CH3:1][C@@H:2]([CH2:8][CH3:9])[C@H:3]([Cl:7])[C:4]([OH:6])=[O:5].[CH2:10]([C:18]1[CH:19]=[N:20][C:21]([C:24]2[CH:29]=[CH:28][C:27](O)=[CH:26][CH:25]=2)=[N:22][CH:23]=1)[CH2:11][CH2:12][CH2:13][CH2:14][CH2:15][CH2:16][CH3:17]>ClCCl>[CH3:1][C@@H:2]([CH2:8][CH3:9])[C@H:3]([Cl:7])[C:4]([O:6][C:27]1[CH:26]=[CH:25][C:24]([C:21]2[N:20]=[CH:19][C:18]([CH2:10][CH2:11][CH2:12][CH2:13][CH2:14][CH2:15][CH2:16][CH3:17])=[CH:23][N:22]=2)=[CH:29][CH:28]=1)=[O:5]. Reported procedure: A mixture of 8 g of (S,S)-3-methyl-2-chloropentanoic acid, 16 g of p-(5-n-octylpyrimidin-2-yl)phenol, 11.6 g of N,N-dicyclohexylcarbodiimide, 0.6 g of 4-N,N-dimethylamino-pyridine and 300 ml of dichloromethane is stirred overnight at room temperature. After filtering off the precipitated urea derivative, the filtrate is washed with dilute hydrochloric acid and water, and the organic phase is worked up in the usual manner. p-(5-n-Octylpyrimidin-2-yl)-phenyl (S,S)-3-methyl-2-chloropentanoate is ob... Starting materials: CCO, CI, [K+], Nc1nc(-c2ccccc2)cc(=O)[nH]1, [OH-]. The product is Cn1c(N)nc(-c2ccccc2)cc1=O. RXN SMILES: [CH3:19][CH2:20][OH:21].[CH3:3][I:4].[K+:2].[NH2:5][c:6]1[n:7][c:8](-[c:13]2[cH:14][cH:15][cH:16][cH:17][cH:18]2)[cH:9][c:10](=[O:12])[nH:11]1.[OH-:1]>>[CH3:3][n:11]1[c:6]([NH2:5])[n:7][c:8](-[c:13]2[cH:14][cH:15][cH:16][cH:17][cH:18]2)[cH:9][c:10]1=[O:12]. The reactants are ClC1=NC2=CC=CC=C2C(=N1)N(C)C1=CC=C(C=C1)OC ((2-chloroquinazolin-4-yl)-(4-methoxyphenyl)-methylamine), [NH4+].[F-] (NH4F). The solvent is C(C)(C)O (isopropanol). Product: C(C)(C)OC1=NC2=CC=CC=C2C(=N1)N(C)C1=CC=C(C=C1)OC ((2-Isopropoxy-quinazolin-4-yl)-(4-methoxy-phenyl)-methyl-amine). As a reaction SMILES: Cl[C:2]1[N:11]=[C:10]([N:12]([C:14]2[CH:19]=[CH:18][C:17]([O:20][CH3:21])=[CH:16][CH:15]=2)[CH3:13])[C:9]2[C:4](=[CH:5][CH:6]=[CH:7][CH:8]=2)[N:3]=1.[NH4+].[F-]>C(O)(C)C>[CH:17]([O:20][C:2]1[N:11]=[C:10]([N:12]([C:14]2[CH:19]=[CH:18][C:17]([O:20][CH3:21])=[CH:16][CH:15]=2)[CH3:13])[C:9]2[C:4](=[CH:5][CH:6]=[CH:7][CH:8]=2)[N:3]=1)([CH3:18])[CH3:16] |f:1.2|. Procedure: A mixture of (2-chloroquinazolin-4-yl)-(4-methoxyphenyl)-methylamine 0.150 g (0.5 mmol) with NH4F 0.500 g (13.5 mmol) in isopropanol 4 mL was stirred at reflux for 14 h. After removal of isopropanol, the residue was dissolved in dichloromethane, and the organic solution was washed with water, and dried over anhydrous MgSO4. After removal of solvent under reduced pressure, the title compound was obtained. 1H NMR (CD3OD, 400 MHz) δ 7.57-7.60 (m, 1H), 7.42-7.46 (m, 1H), 7.10-7.18 (m, 2H), 6.89-6.97... Reactants: C1(=CC=CC=C1)C=1C2=C(NC(N1)=O)SC=C2 (4-phenyl-1,2 -dihydrothieno[2,3-d]pyrimidin-2-one), [H-].[Na+] (sodium hydride), O (water), C1(CC1)CBr (cyclopropylmethyl bromide). Run in CN(C=O)C (dimethylformamide). Run at temperature 60 celsius, time 1 hour. The product is C1(CC1)COC=1N=C(C2=C(N1)SC=C2)C2=CC=CC=C2 (2-(cyclopropylmethoxy)-4-phenylthieno[2,3-d]pyrimidine). Reaction SMILES: [C:1]1([C:7]2[C:8]3[CH:16]=[CH:15][S:14][C:9]=3[NH:10][C:11](=[O:13])[N:12]=2)[CH:6]=[CH:5][CH:4]=[CH:3][CH:2]=1.[H-].[Na+].[CH:19]1([CH2:22]Br)[CH2:21][CH2:20]1.O>CN(C)C=O>[CH:19]1([CH2:22][O:13][C:11]2[N:12]=[C:7]([C:1]3[CH:2]=[CH:3][CH:4]=[CH:5][CH:6]=3)[C:8]3[CH:16]=[CH:15][S:14][C:9]=3[N:10]=2)[CH2:21][CH2:20]1 |f:1.2|. Procedure: To a solution of 500 mg of 4-phenyl-1,2 -dihydrothieno[2,3-d]pyrimidin-2-one in 10 ml of dimethylformamide is added 100 mg of 63 % sodium hydride. After stirring at 60°C for 1 hour, 590 mg of cyclopropylmethyl bromide is added dropwise thereto. The mixture is heated at 120°C for 4 hours, then cooled to room temperature. The reaction mixture is poured into water and extracted with chloroform. The chloroform extracts are washed with water, dried over sodium sulfate, and the solvent is removed unde... Starting materials: [BH3-]C#N, CC(=O)O, CO, [Na+], C=Cc1ccc(S(=O)(=O)N2CCN(N=C3CCN(c4ccncc4)CC3)C(=O)C2)cc1. Yields the product C=Cc1ccc(S(=O)(=O)N2CCN(NC3CCN(c4ccncc4)CC3)C(=O)C2)cc1. Reaction SMILES: [C:36]([BH3-:37])#[N:38].[CH3:32][C:33](=[O:34])[OH:35].[CH3:40][OH:41].[Na+:39].[n:1]1[cH:2][cH:3][c:4]([N:7]2[CH2:8][CH2:9][C:10](=[N:13][N:14]3[C:15](=[O:31])[CH2:16][N:17]([S:20](=[O:21])(=[O:22])[c:23]4[cH:24][cH:25][c:26]([CH:29]=[CH2:30])[cH:27][cH:28]4)[CH2:18][CH2:19]3)[CH2:11][CH2:12]2)[cH:5][cH:6]1>>[n:1]1[cH:2][cH:3][c:4]([N:7]2[CH2:8][CH2:9][CH:10]([NH:13][N:14]3[C:15](=[O:31])[CH2:16][N:17]([S:20](=[O:21])(=[O:22])[c:23]4[cH:24][cH:25][c:26]([CH:29]=[CH2:30])[cH:27][cH:28]4)[CH2:18][CH2:19]3)[CH2:11][CH2:12]2)[cH:5][cH:6]1. Reactants: NC(=O)N (urea), resultant mixture, C(C)OC(=O)C=1CN(CCC1NC(=O)OC1=CC=CC=C1)C(=O)OC(C)(C)C (Ethyl-4-phenoxycarbonylamino-1-tert-butoxycarbonyl-1,2,5,6-tetrahydropyridine-3-carboxylate), C1CCC2=NCCCN2CC1 (DBU), Cl (hydrochloric acid), resultant mixture, resultant mixture, resultant mixture, [OH-].[Na+] (sodium hydroxide). Run in C1CCOC1 (THF), Cl.CON (O-methylhydroxylamine hydrochloride), C(C)N(CC)CC (triethylamine), Cl.CON (O-methylhydroxylamine hydrochloride), C(C)N(CC)CC (triethylamine). The product is C(C)(C)(C)OC(=O)N1CC2=C(NC(N(C2=O)OC)=O)CC1 (6-(tert-butoxycarbonyl)-3-methoxy-5,6,7,8-tetrahydropyrido[4,3-d]pyrimidine-2,4-dione). Reaction SMILES: C(O[C:4]([C:6]1[CH2:7][N:8]([C:22]([O:24][C:25]([CH3:28])([CH3:27])[CH3:26])=[O:23])[CH2:9][CH2:10][C:11]=1[NH:12][C:13]([O:15]C1C=CC=CC=1)=O)=[O:5])C.C1CCN2C(=[N:33]CCC2)CC1.N[C:41](N)=[O:42].[OH-].[Na+].Cl>C1COCC1.Cl.CON.C(N(CC)CC)C>[C:25]([O:24][C:22]([N:8]1[CH2:9][CH2:10][C:11]2[NH:12][C:13](=[O:15])[N:33]([O:42][CH3:41])[C:4](=[O:5])[C:6]=2[CH2:7]1)=[O:23])([CH3:26])([CH3:27])[CH3:28] |f:3.4,7.8|. Reported procedure: Ethyl-4-phenoxycarbonylamino-1-tert-butoxycarbonyl-1,2,5,6-tetrahydropyridine-3-carboxylate (3.0 g) was dissolved in THF (30 ml) and O-methylhydroxylamine hydrochloride (3.2 g), triethylamine (5.35 ml) and DBU (0.3 ml) were added to the solvent, and the resultant mixture was stirred at room temperature overnight. O-methylhydroxylamine hydrochloride (3.2 g) and triethylamine (5.35 ml) were added and the resultant mixture was further stirred at room temperature for 6 hours. After production of an ... The reactants are C1C(=CC2=CC=CC=C12)N1CCCC1 (1-(1H-inden-2-yl)-pyrrolidine), C(C=C)(=O)N (acrylamide). The reagents and catalysts are C(C)(=O)O (acetic acid). Solvent: O (water). Run at temperature 100 celsius, time 30 minute. The product is N1C2=C(CCC1=O)C=1C=CC=CC1C2 (1,3,4,9-tetrahydro-indeno[2,1-b]pyridin-2-one). As a reaction SMILES: [CH2:1]1[C:9]2[C:4](=[CH:5][CH:6]=[CH:7][CH:8]=2)[CH:3]=[C:2]1[N:10]1[CH2:14][CH2:13][CH2:12]C1.C(N)(=[O:18])C=C>C(O)(=O)C.O>[NH:10]1[C:14](=[O:18])[CH2:13][CH2:12][C:3]2[C:4]3[CH:5]=[CH:6][CH:7]=[CH:8][C:9]=3[CH2:1][C:2]1=2. Reported procedure: A mixture of 1-(1H-inden-2-yl)-pyrrolidine (5.34 g) and acrylamide (6.15 g) is stirred in argon atmosphere at 100° C. for 30 min. The temperature is then raised to 130° C. and stirring continued for another 15 min. After cooling to room temperature, water (50 mL) and acetic acid (5 drops) are added and the mixture is stirred for 30 min. The mixture is filtered and the organic phase of the filtrate is separated and washed with brine. After drying (MgSO4) and evaporating the solvent, the residue i...